From a dataset of the Open Reaction Database (ORD), a public repository of structured organic reaction records. describe an organic reaction: reactants, conditions, products, and yield Reactants: N#CCc1ccccc1Br, CI, CN(C)C=O, [H-], [Na+], O. Product: CC(C#N)c1ccccc1Br. Reaction SMILES: [Br:1][c:2]1[c:3]([CH2:8][C:9]#[N:10])[cH:4][cH:5][cH:6][cH:7]1.[CH3:11][I:12].[CH3:16][N:17]([CH3:18])[CH:19]=[O:20].[H-:13].[Na+:14].[OH2:15]>>[Br:1][c:2]1[c:3]([CH:8]([C:9]#[N:10])[CH3:11])[cH:4][cH:5][cH:6][cH:7]1.